Dataset: the Open Reaction Database (ORD), a public repository of structured organic reaction records. Task: describe an organic reaction: reactants, conditions, products, and yield Starting materials: BrC1=NC=C(C=C1[N+](=O)[O-])Cl (2-bromo-5-chloro-3-nitro-pyridine), FC1=CC=C(C=C1)O (4-fluorophenol), C(=O)([O-])[O-].[K+].[K+] (K2CO3). Solvent: CN(C)C=O (DMF). Product: ClC=1C=C(C(=NC1)OC1=CC=C(C=C1)F)[N+](=O)[O-] (5-Chloro-2-(4-fluoro-phenoxy)-3-nitro-pyridine). As a reaction SMILES: Br[C:2]1[C:7]([N+:8]([O-:10])=[O:9])=[CH:6][C:5]([Cl:11])=[CH:4][N:3]=1.[F:12][C:13]1[CH:18]=[CH:17][C:16]([OH:19])=[CH:15][CH:14]=1.C([O-])([O-])=O.[K+].[K+]>CN(C=O)C>[Cl:11][C:5]1[CH:6]=[C:7]([N+:8]([O-:10])=[O:9])[C:2]([O:19][C:16]2[CH:17]=[CH:18][C:13]([F:12])=[CH:14][CH:15]=2)=[N:3][CH:4]=1 |f:2.3.4|. Procedure: The title compound was prepared according to general procedure A using 2-bromo-5-chloro-3-nitro-pyridine (750 mg, 3.17 mmol), 4-fluorophenol (463 mmol, 4.13 mmol), K2CO3 (437 mg, 4.75 mmol) and DMF (5 mL). MS m/z: 269.0 (M+H). Procedure: In a manner directly analogous to that described in Example 6, ethyl 4-aminohydrocinnamate is alkylated with 14-(trimethylsilyl)tetradecyl bromide to form ethyl 4-[14-(trimethylsilyl)tetradecylamino]hydrocinnamate. Subsequently, in a manner directly analogous to that described in Example 9, ethyl 4-[14-(trimethylsilyl)tetradecylamino]hydrocinnamate is hydrolyzed to 4-[14-(trimethylsilyl)tetradecylamino]hydrocinnamic acid. RXN SMILES: [NH2:1][C:2]1[CH:14]=[CH:13][C:5]([CH2:6][CH2:7][C:8]([O:10][CH2:11][CH3:12])=[O:9])=[CH:4][CH:3]=1.[CH3:15][Si:16]([CH3:33])([CH3:32])[CH2:17][CH2:18][CH2:19][CH2:20][CH2:21][CH2:22][CH2:23][CH2:24][CH2:25][CH2:26][CH2:27][CH2:28][CH2:29][CH2:30]Br>>[CH3:15][Si:16]([CH3:32])([CH3:33])[CH2:17][CH2:18][CH2:19][CH2:20][CH2:21][CH2:22][CH2:23][CH2:24][CH2:25][CH2:26][CH2:27][CH2:28][CH2:29][CH2:30][NH:1][C:2]1[CH:3]=[CH:4][C:5]([CH2:6][CH2:7][C:8]([O:10][CH2:11][CH3:12])=[O:9])=[CH:13][CH:14]=1. Reactants: NC1=CC=C(CCC(=O)OCC)C=C1 (ethyl 4-aminohydrocinnamate), C[Si](CCCCCCCCCCCCCCBr)(C)C (14-(trimethylsilyl)tetradecyl bromide). Yields the product C[Si](CCCCCCCCCCCCCCNC1=CC=C(CCC(=O)OCC)C=C1)(C)C (ethyl 4-[14-(trimethylsilyl)tetradecylamino]hydrocinnamate). Reactants: solid, Cl.Cl.Cl.CC=1C2=C(C(=NC1)N1CCN(CC1)CC[C@@H]1CC[C@H](CC1)N)CCO2 (trans-4-{2-[4-(7-methyl-2,3-dihydro-furo[3,2-c]pyridin-4-yl)-piperazin-1-yl]-ethyl}-cyclohexylamine trihydrochloride), Cl.Cl.Cl.CC=1C2=C(C(=NC1)N1CCN(CC1)CC[C@@H]1CC[C@H](CC1)N)CCO2 (trans-4-{2-[4-(7-methyl-2,3-dihydro-furo[3,2-c]pyridin-4-yl)-piperazin-1-yl]-ethyl}-cyclohexylamine trihydrochloride), C(C)(=O)O (acetic acid). The product is CC=1C2=C(C(=NC1)N1CCN(CC1)CC[C@@H]1CC[C@H](CC1)NC(C)=O)CCO2 (trans-N-(4-{2-[4-(7-Methyl-2,3-dihydro-furo[3,2-c]pyridin-4-yl)-piperazin-1-yl]-ethyl}-cyclohexyl)-acetamide). RXN SMILES: Cl.Cl.Cl.[CH3:4][C:5]1[C:6]2[O:28][CH2:27][CH2:26][C:7]=2[C:8]([N:11]2[CH2:16][CH2:15][N:14]([CH2:17][CH2:18][C@H:19]3[CH2:24][CH2:23][C@H:22]([NH2:25])[CH2:21][CH2:20]3)[CH2:13][CH2:12]2)=[N:9][CH:10]=1.[C:29](O)(=[O:31])[CH3:30]>>[CH3:4][C:5]1[C:6]2[O:28][CH2:27][CH2:26][C:7]=2[C:8]([N:11]2[CH2:12][CH2:13][N:14]([CH2:17][CH2:18][C@H:19]3[CH2:20][CH2:21][C@H:22]([NH:25][C:29](=[O:31])[CH3:30])[CH2:23][CH2:24]3)[CH2:15][CH2:16]2)=[N:9][CH:10]=1 |f:0.1.2.3|. Reported procedure: The title compound, off-white solid (47 mg, 81%), MS (ISP) m/z=387.4 [(M+H)+], mp 196.5° C., was prepared in accordance with the general method of example 32 from trans-4-{2-[4-(7-methyl-2,3-dihydro-furo[3,2-c]pyridin-4-yl)-piperazin-1-yl]-ethyl}-cyclohexylamine trihydrochloride (intermediate G) (68.1 mg, 0.15 mmol) and acetic acid. Starting materials: [Br-], CCOCCCl, COc1cc(C(=O)N2CCC(CCN3CCC(Nc4nc5ccccc5[nH]4)CC3)(c3ccc(C)c(C)c3)C2)cc(OC)c1OC, C[Si](C)(C)[N-][Si](C)(C)C, CCCC[N+](CCCC)(CCCC)CCCC, ClCCl, [K+], C1CCOC1. The product is CCOCCn1c(NC2CCN(CCC3(c4ccc(C)c(C)c4)CCN(C(=O)c4cc(OC)c(OC)c(OC)c4)C3)CC2)nc2ccccc21. Reaction SMILES: [Br-:67].[CH2:61]([O:62][CH2:63][CH2:64][Cl:65])[CH3:66].[CH3:1][O:2][c:3]1[cH:4][c:5]([C:6](=[O:7])[N:8]2[CH2:9][C:10]([c:13]3[cH:14][c:15]([CH3:20])[c:16]([CH3:19])[cH:17][cH:18]3)([CH2:21][CH2:22][N:23]3[CH2:24][CH2:25][CH:26]([NH:29][c:30]4[n:31][c:32]5[c:33]([nH:34]4)[cH:35][cH:36][cH:37][cH:38]5)[CH2:27][CH2:28]3)[CH2:11][CH2:12]2)[cH:39][c:40]([O:44][CH3:45])[c:41]1[O:42][CH3:43].[CH3:51][Si:52]([N-:53][Si:54]([CH3:55])([CH3:56])[CH3:57])([CH3:58])[CH3:59].[CH3:68][CH2:69][CH2:70][CH2:71][N+:72]([CH2:73][CH2:74][CH2:75][CH3:76])([CH2:77][CH2:78][CH2:79][CH3:80])[CH2:81][CH2:82][CH2:83][CH3:84].[Cl:85][CH2:86][Cl:87].[K+:60].[O:46]1[CH2:47][CH2:48][CH2:49][CH2:50]1>>[CH3:1][O:2][c:3]1[cH:4][c:5]([C:6](=[O:7])[N:8]2[CH2:9][C:10]([c:13]3[cH:14][c:15]([CH3:20])[c:16]([CH3:19])[cH:17][cH:18]3)([CH2:21][CH2:22][N:23]3[CH2:24][CH2:25][CH:26]([NH:29][c:30]4[n:31]([CH2:48][CH2:47][O:46][CH2:50][CH3:49])[c:32]5[c:33]([n:34]4)[cH:35][cH:36][cH:37][cH:38]5)[CH2:27][CH2:28]3)[CH2:11][CH2:12]2)[cH:39][c:40]([O:44][CH3:45])[c:41]1[O:42][CH3:43]. The reactants are N[C@H]1[C@H](CC2=CC=CC=C12)O ((1R,2S)-1-aminoindan-2-ol), O1CCCC1 (tetrahydrofuran), O1CCCC1 (tetrahydrofuran), FC1=CC=C(C=C1)C1=C2C(CC3(CCC3)OC2=CC(=C1C(C1=CC=C(C=C1)C(F)(F)F)O)C(C)C)=O (5-(4-Fluorophenyl)-6-{hydroxy[4-(trifluoromethyl)phenyl]methyl}-7-isopropylspiro[chromen-2,1′-cyclobutan]-4(3H)-one). Solvent: CO (methanol). Conditions: time 30 minute. The product is FC1=CC=C(C=C1)C1=C2[C@H](CC3(CCC3)OC2=CC(=C1[C@@H](C1=CC=C(C=C1)C(F)(F)F)O)C(C)C)O ((4S)-5-(4-fluorophenyl)-6-{(R)-hydroxy[4-(trifluoromethyl)phenyl]methyl}-7-isopropyl-3,4-dihydrospiro[chromen-2,1′-cyclobutan]-4-ol). Reaction SMILES: N[C@@H]1C2C(=CC=CC=2)C[C@@H]1O.O1CCCC1.[F:17][C:18]1[CH:23]=[CH:22][C:21]([C:24]2[C:36]([CH:37]([OH:48])[C:38]3[CH:43]=[CH:42][C:41]([C:44]([F:47])([F:46])[F:45])=[CH:40][CH:39]=3)=[C:35]([CH:49]([CH3:51])[CH3:50])[CH:34]=[C:33]3[C:25]=2[C:26](=[O:52])[CH2:27][C:28]2([O:32]3)[CH2:31][CH2:30][CH2:29]2)=[CH:20][CH:19]=1>CO>[F:17][C:18]1[CH:19]=[CH:20][C:21]([C:24]2[C:36]([C@H:37]([OH:48])[C:38]3[CH:43]=[CH:42][C:41]([C:44]([F:46])([F:47])[F:45])=[CH:40][CH:39]=3)=[C:35]([CH:49]([CH3:50])[CH3:51])[CH:34]=[C:33]3[C:25]=2[C@@H:26]([OH:52])[CH2:27][C:28]2([O:32]3)[CH2:31][CH2:30][CH2:29]2)=[CH:22][CH:23]=1. Procedure details: Under argon, 1.6 mg (0.011 mmol) of (1R,2S)-1-aminoindan-2-ol are dissolved in 1 ml of abs. tetrahydrofuran, 77 μl (0.43 mmol) of borane/N,N-diethylaniline complex are added and the mixture is stirred at room temperature for 30 min. After this time, 60 mg (0.108 mmol) of 5-(4-fluorophenyl)-6-{hydroxy[4-(trifluoromethyl)phenyl]methyl}-7-isopropylspiro[chromen-2,1′-cyclobutan]-4(3H)-one (Example 52A), dissolved in 2 ml of abs. tetrahydrofuran, are added at room temperature over a period of 10 min,... The solvent is ClCCl (dichloromethane), CN(C)C=O (DMF). The yield is 63.0%. Reactants: OCC1=CN=NN1C=1C=C(C=CC1)C1=NC2=C(NC(C1)=O)C=C(C(=C2)N(C)C(C)C)C(F)(F)F (4-[3-(5-hydroxymethyl-[1,2,3]triazol-1-yl)-phenyl]-7-(isopropyl-methyl-amino)-8-trifluoromethyl-1,3-dihydro-benzo[b][1,4]diazepin-2-one), S(=O)(Cl)Cl (thionylchloride), [Cl-] (chloride), N1CCCC1 (pyrrolidine). The product is C(C)(C)N(C1=CC2=C(NC(CC(=N2)C2=CC(=CC=C2)N2N=NC=C2CN2CCCC2)=O)C=C1C(F)(F)F)C (7-(Isopropyl-methyl-amino)-4-[3-(5-pyrrolidin-1-ylmethyl-[1,2,3]triazol-1-yl)-phenyl]-8-trifluoromethyl-1,3-dihydro-benzo[b][1,4]diazepin-2-one), solid. As a reaction SMILES: O[CH2:2][C:3]1[N:7]([C:8]2[CH:9]=[C:10]([C:14]3[CH2:20][C:19](=[O:21])[NH:18][C:17]4[CH:22]=[C:23]([C:31]([F:34])([F:33])[F:32])[C:24]([N:26]([CH:28]([CH3:30])[CH3:29])[CH3:27])=[CH:25][C:16]=4[N:15]=3)[CH:11]=[CH:12][CH:13]=2)[N:6]=[N:5][CH:4]=1.S(Cl)(Cl)=O.[Cl-].[NH:40]1[CH2:44][CH2:43][CH2:42][CH2:41]1>ClCCl.CN(C=O)C>[CH:28]([N:26]([CH3:27])[C:24]1[C:23]([C:31]([F:33])([F:34])[F:32])=[CH:22][C:17]2[NH:18][C:19](=[O:21])[CH2:20][C:14]([C:10]3[CH:11]=[CH:12][CH:13]=[C:8]([N:7]4[C:3]([CH2:2][N:40]5[CH2:44][CH2:43][CH2:42][CH2:41]5)=[CH:4][N:5]=[N:6]4)[CH:9]=3)=[N:15][C:16]=2[CH:25]=1)([CH3:30])[CH3:29]. Procedure: The title compound was prepared from 4-[3-(5-hydroxymethyl-[1,2,3]triazol-1-yl)-phenyl]-7-(isopropyl-methyl-amino)-8-trifluoromethyl-1,3-dihydro-benzo[b][1,4]diazepin-2-one (Example 119) (200 mg, 0.42 mmol) by reaction with thionylchloride in dichloromethane and subsequent treatment of the corresponding chloride with pyrrolidine in DMF according to the method described in Example 45. Obtained as a light brown solid (140 mg, 63%). Reactants: [H-].[Na+] (NaH), OC1=NC2=CC=CC=C2C=C1 (2-hydroxyquinoline), CON=C(CBr)C1=CC=C(C=C1)C (2-bromo-1-p-tolylethanone O-methyl oxime). Run in CN(C)C=O (DMF). Run at time 5 minute. Product: CON=C(CN1C(C=CC2=CC=CC=C12)=O)C1=CC=C(C=C1)C (1-(2-Methoxyimino-2-p-tolyl-ethyl)-1H-quinolin-2-one). Isolated yield 28.0%. As a reaction SMILES: [OH:1][C:2]1[CH:11]=[CH:10][C:9]2[C:4](=[CH:5][CH:6]=[CH:7][CH:8]=2)[N:3]=1.[H-].[Na+].[CH3:14][O:15][N:16]=[C:17]([C:20]1[CH:25]=[CH:24][C:23]([CH3:26])=[CH:22][CH:21]=1)[CH2:18]Br>CN(C=O)C>[CH3:14][O:15][N:16]=[C:17]([C:20]1[CH:21]=[CH:22][C:23]([CH3:26])=[CH:24][CH:25]=1)[CH2:18][N:3]1[C:4]2[C:9](=[CH:8][CH:7]=[CH:6][CH:5]=2)[CH:10]=[CH:11][C:2]1=[O:1] |f:1.2|. Procedure details: To a suspension of 2-hydroxyquinoline (242 mg, 1.63 mmol) in DMF (5 mL) was added NaH (125 mg, 3.13 mmol). After 5 minutes of stirring at room temperature, 2-bromo-1-p-tolylethanone O-methyl oxime (400 mg, 1.65 mmol) was added and the mixture was stirred for 30 additional min. The mixture was poured on ice, extracted with Et2O, and dried over MgSO4. Purification by flash chromatography on silica gel (1% MeOH/CH2Cl2) gave a pure product in 28% yield: mp 129-132° C.; 1H NMR 400 MHz (DMSO-d6) δ 2.1... The reactants are CCOC(=O)CNC(=O)CN(c1ccc2c(c1)nc(Cc1ccc(C(=N)N)cc1)n2C)S(=O)(=O)c1cccc2cccnc12, O=C(Cl)OC1CCCCC1, Cl, C1CCOC1, O. Yields the product CCOC(=O)CNC(=O)CN(c1ccc2c(c1)nc(Cc1ccc(C(N)=NC(=O)OC3CCCCC3)cc1)n2C)S(=O)(=O)c1cccc2cccnc12. Reaction SMILES: [CH2:2]([CH3:3])[O:4][C:5](=[O:6])[CH2:7][NH:8][C:9](=[O:10])[CH2:11][N:12]([c:13]1[cH:14][c:15]2[c:16]([n:17]([CH3:30])[c:18]([CH2:20][c:21]3[cH:22][cH:23][c:24]([C:25](=[NH:26])[NH2:27])[cH:28][cH:29]3)[n:19]2)[cH:31][cH:32]1)[S:33](=[O:34])(=[O:35])[c:36]1[cH:37][cH:38][cH:39][c:40]2[cH:41][cH:42][cH:43][n:44][c:45]12.[Cl:46][C:47](=[O:48])[O:49][CH:50]1[CH2:51][CH2:52][CH2:53][CH2:54][CH2:55]1.[ClH:1].[O:57]1[CH2:58][CH2:59][CH2:60][CH2:61]1.[OH2:56]>>[CH2:2]([CH3:3])[O:4][C:5](=[O:6])[CH2:7][NH:8][C:9](=[O:10])[CH2:11][N:12]([c:13]1[cH:14][c:15]2[c:16]([n:17]([CH3:30])[c:18]([CH2:20][c:21]3[cH:22][cH:23][c:24]([C:25](=[N:26][C:47](=[O:48])[O:49][CH:50]4[CH2:51][CH2:52][CH2:53][CH2:54][CH2:55]4)[NH2:27])[cH:28][cH:29]3)[n:19]2)[cH:31][cH:32]1)[S:33](=[O:34])(=[O:35])[c:36]1[cH:37][cH:38][cH:39][c:40]2[cH:41][cH:42][cH:43][n:44][c:45]12.